From a dataset of the Open Reaction Database (ORD), a public repository of structured organic reaction records. describe an organic reaction: reactants, conditions, products, and yield Solvent: C([O-])([O-])=O.[Na+].[Na+] (sodium carbonate), C(OC)COC (dimethoxyethane), C(C)(=O)OCC (ethyl acetate). The reactants are CC1=C(C=CC=C1)B(O)O (2-Methylphenyl boronic acid), C(C)(C)NCCCOC1=CC=C(C=C1)Br (N-isopropyl-3-(4-bromophenoxy)propylamine), tetrakis triphenylphosphine palladium, Cl (hydrogen chloride). Conditions: temperature 80 celsius. As a reaction SMILES: [CH3:1][C:2]1[CH:7]=[CH:6][CH:5]=[CH:4][C:3]=1B(O)O.[CH:11]([NH:14][CH2:15][CH2:16][CH2:17][O:18][C:19]1[CH:24]=[CH:23][C:22](Br)=[CH:21][CH:20]=1)([CH3:13])[CH3:12].[ClH:26]>C(=O)([O-])[O-].[Na+].[Na+].C(COC)OC.C(OCC)(=O)C>[ClH:26].[CH:11]([NH:14][CH2:15][CH2:16][CH2:17][O:18][C:19]1[CH:24]=[CH:23][C:22]([C:3]2[CH:4]=[CH:5][CH:6]=[CH:7][C:2]=2[CH3:1])=[CH:21][CH:20]=1)([CH3:13])[CH3:12] |f:3.4.5,8.9|. Reported procedure: 2-Methylphenyl boronic acid (0.42 g) was added to a solution of N-isopropyl-3-(4-bromophenoxy)propylamine (1.0 g) and tetrakis triphenylphosphine palladium (100 mg) in aqueous 2M sodium carbonate (8.4 ml) and dimethoxyethane (5 ml). The mixture was heated at 80° C. for 18 hours, cooled to ambient temperature and diluted with ethyl acetate. The reaction mixture was washed with dilute sodium hydroxide solution, brine, dried (MgSO4) and evaporated. The residue was purified by dry flash column chrom... Yields the product Cl.C(C)(C)NCCCOC1=CC=C(C=C1)C1=C(C=CC=C1)C (N-isopropyl-3-[4-(2-methylphenyl)phenoxy]propylamine hydrogen chloride).